Dataset: the Open Reaction Database (ORD), a public repository of structured organic reaction records. Task: describe an organic reaction: reactants, conditions, products, and yield Reactants: COC1OC(CC1)OC (2,5-Dimethoxytetrahydrofuran), NC1=CC=2C3=C(C(=NC2C=C1)N)N=CN3CC(C)C (8-amino-1-(2-methylpropyl)-1H-imidazo[4,5-c]quinolin-4-amine). Run in C(C)(=O)O (acetic acid). Conditions: time 30 minute. Product: CC(CN1C=NC=2C(=NC=3C=CC(=CC3C21)N2C=CC=C2)N)C (1-(2-methylpropyl)-8-(1-pyrrolyl)-1H-imidazo[4,5-c]quinolin-4-amine). Isolated yield 57.3%. RXN SMILES: CO[CH:3]1[CH2:7][CH2:6][CH:5](OC)O1.[NH2:10][C:11]1[CH:20]=[CH:19][C:18]2[N:17]=[C:16]([NH2:21])[C:15]3[N:22]=[CH:23][N:24]([CH2:25][CH:26]([CH3:28])[CH3:27])[C:14]=3[C:13]=2[CH:12]=1>C(O)(=O)C>[CH3:27][CH:26]([CH3:28])[CH2:25][N:24]1[C:14]2[C:13]3[CH:12]=[C:11]([N:10]4[CH:3]=[CH:7][CH:6]=[CH:5]4)[CH:20]=[CH:19][C:18]=3[N:17]=[C:16]([NH2:21])[C:15]=2[N:22]=[CH:23]1. Reported procedure: 2,5-Dimethoxytetrahydrofuran (1.6 mL of 95%, 12 mmol) was added to a suspension of 8-amino-1-(2-methylpropyl)-1H-imidazo[4,5-c]quinolin-4-amine (3.0 g, 12 mmol) in acetic acid (60 mL), and the reaction was heated at reflux for one hour. The resulting dark brown solution was concentrated under reduced pressure, and the residue was mixed with water. The resulting mixture was made basic with the addition of ammonium hydroxide and stirred for 30 minutes. The resulting precipitate was isolated by fil... Starting materials: [Al+3], C1CCOC1, CCN(CC)C(=O)C1CN2CCC1C(NCc1cc(OC)ccc1OC)C2C(c1ccccc1)c1ccccc1, [H-], [H-], [H-], [H-], [Li+]. Yields the product CCN(CC)CC1CN2CCC1C(NCc1cc(OC)ccc1OC)C2C(c1ccccc1)c1ccccc1. As a reaction SMILES: [Al+3:2].[CH2:47]1[O:48][CH2:49][CH2:50][CH2:51]1.[CH2:7]([CH3:8])[N:9]([C:10](=[O:11])[CH:12]1[CH2:13][N:14]2[CH:15]([CH:32]([c:33]3[cH:34][cH:35][cH:36][cH:37][cH:38]3)[c:39]3[cH:40][cH:41][cH:42][cH:43][cH:44]3)[CH:16]([NH:20][CH2:21][c:22]3[c:23]([O:30][CH3:31])[cH:24][cH:25][c:26]([O:28][CH3:29])[cH:27]3)[CH:17]1[CH2:18][CH2:19]2)[CH2:45][CH3:46].[H-:1].[H-:4].[H-:5].[H-:6].[Li+:3]>>[CH2:7]([CH3:8])[N:9]([CH2:10][CH:12]1[CH2:13][N:14]2[CH:15]([CH:32]([c:33]3[cH:34][cH:35][cH:36][cH:37][cH:38]3)[c:39]3[cH:40][cH:41][cH:42][cH:43][cH:44]3)[CH:16]([NH:20][CH2:21][c:22]3[c:23]([O:30][CH3:31])[cH:24][cH:25][c:26]([O:28][CH3:29])[cH:27]3)[CH:17]1[CH2:18][CH2:19]2)[CH2:45][CH3:46]. Reactants: CCN=C=NCCCN(C)C, CCN(C(C)C)C(C)C, Cl, Cl, O=C(c1ccccc1C(F)(F)F)N1CCNCC1, CN(C)C=O, O, On1nnc2ccccc21, O=C(O)CC(=O)Nc1nc(-c2ccccc2)cs1. Product: O=C(CC(=O)N1CCN(C(=O)c2ccccc2C(F)(F)F)CC1)Nc1nc(-c2ccccc2)cs1. RXN SMILES: [CH3:38][CH2:39][N:40]=[C:41]=[N:42][CH2:43][CH2:44][CH2:45][N:46]([CH3:47])[CH3:48].[CH:11]([N:12]([CH2:13][CH3:14])[CH:15]([CH3:16])[CH3:17])([CH3:18])[CH3:19].[ClH:49].[ClH:50].[N:51]1([C:57](=[O:58])[c:59]2[c:60]([C:65]([F:66])([F:67])[F:68])[cH:61][cH:62][cH:63][cH:64]2)[CH2:52][CH2:53][NH:54][CH2:55][CH2:56]1.[O:69]=[CH:70][N:71]([CH3:72])[CH3:73].[OH2:74].[OH:1][n:2]1[c:3]2[c:4]([cH:5][cH:6][cH:7][cH:8]2)[n:9][n:10]1.[c:20]1(-[c:26]2[n:27][c:28]([NH:31][C:32]([CH2:33][C:34](=[O:35])[OH:36])=[O:37])[s:29][cH:30]2)[cH:21][cH:22][cH:23][cH:24][cH:25]1>>[c:20]1(-[c:26]2[n:27][c:28]([NH:31][C:32]([CH2:33][C:34](=[O:36])[N:54]3[CH2:53][CH2:52][N:51]([C:57](=[O:58])[c:59]4[c:60]([C:65]([F:66])([F:67])[F:68])[cH:61][cH:62][cH:63][cH:64]4)[CH2:56][CH2:55]3)=[O:37])[s:29][cH:30]2)[cH:21][cH:22][cH:23][cH:24][cH:25]1. Reactants: FC=1C=C(C=C(C1)F)CC(=O)N[C@@H](C)C(=O)O (N-(3,5-difluorophenylacetyl)-L-alanine), NC(C(=O)OC)C1=NC(=CC=C1)N (methyl 2-amino-2-(6-aminopyrid-2-yl)acetate). The product is FC=1C=C(C=C(C1)F)CC(=O)N[C@@H](C)C(=O)NC(C(=O)OC)C1=NC(=CC=C1)N (Methyl N-[N-(3,5-Difluorophenylacetyl)-L-alaninyl]-2-amino-2-(6-aminopyrid-2-yl)acetate). As a reaction SMILES: [F:1][C:2]1[CH:3]=[C:4]([CH2:9][C:10]([NH:12][C@H:13]([C:15]([OH:17])=O)[CH3:14])=[O:11])[CH:5]=[C:6]([F:8])[CH:7]=1.[NH2:18][CH:19]([C:24]1[CH:29]=[CH:28][CH:27]=[C:26]([NH2:30])[N:25]=1)[C:20]([O:22][CH3:23])=[O:21]>>[F:8][C:6]1[CH:5]=[C:4]([CH2:9][C:10]([NH:12][C@H:13]([C:15]([NH:18][CH:19]([C:24]2[CH:29]=[CH:28][CH:27]=[C:26]([NH2:30])[N:25]=2)[C:20]([O:22][CH3:23])=[O:21])=[O:17])[CH3:14])=[O:11])[CH:3]=[C:2]([F:1])[CH:7]=1. Procedure details: Following General Procedure C and using N-(3,5-difluorophenylacetyl)-L-alanine (from Example B2 above) and methyl 2-amino-2-(6-aminopyrid-2-yl)acetate (prepared from 2-(methoxyimino)-2-(6-aminopyrid-2-yl)acetic acid [CAS 71470-33-2] using General Procedures G and AC above), the title compound was prepared. The product was purified by LC 2000 preparative column chromatography using 1:1 EtOAc/hexanes as the eluent. Starting materials: CC1CCCCN1, CC(C)O, O=C1Nc2cccnc2N(C(=O)CCCl)c2ccccc21. Product: CC1CCCCN1CCC(=O)N1c2ccccc2C(=O)Nc2cccnc21. RXN SMILES: [CH3:22][CH:23]1[NH:24][CH2:25][CH2:26][CH2:27][CH2:28]1.[CH:29]([OH:30])([CH3:31])[CH3:32].[Cl:1][CH2:2][CH2:3][C:4](=[O:5])[N:6]1[c:7]2[c:8]([cH:18][cH:19][cH:20][n:21]2)[NH:9][C:10](=[O:17])[c:11]2[c:12]1[cH:13][cH:14][cH:15][cH:16]2>>[CH2:2]([CH2:3][C:4](=[O:5])[N:6]1[c:7]2[c:8]([cH:18][cH:19][cH:20][n:21]2)[NH:9][C:10](=[O:17])[c:11]2[c:12]1[cH:13][cH:14][cH:15][cH:16]2)[N:24]1[CH:23]([CH3:22])[CH2:28][CH2:27][CH2:26][CH2:25]1. Starting materials: Cl.C(C)(C)(C)C1=CC(=C(C=N1)C=1N([C@]([C@](N1)(C)C1=CC=C(C=C1)Cl)(C)C1=CC=C(C=C1)Cl)C(=O)N1CCN(CC1)CC(=O)O)OCC ({4-[(4S,5R)-2-(6-tert-Butyl-4-ethoxy-pyridin-3-yl)-4,5-bis-(4-chloro-phenyl)-4,5-dimethyl-4,5-dihydro-imidazole-1-carbonyl]-piperazin-1-yl}-acetic acid hydrochloride), N1=CC(=CC=C1)N (pyridin-3-ylamine). Product: C(C)(C)(C)C1=CC(=C(C=N1)C=1N([C@]([C@](N1)(C)C1=CC=C(C=C1)Cl)(C)C1=CC=C(C=C1)Cl)C(=O)N1CCN(CC1)CC(=O)NC=1C=NC=CC1)OCC (2-{4-[(4S,5R)-2-(6-tert-Butyl-4-ethoxy-pyridin-3-yl)-4,5-bis-(4-chloro-phenyl)-4,5-dimethyl-4,5-dihydro-imidazole-1-carbonyl]-piperazin-1-yl}-N-pyridin-3-yl-acetamide). Reaction SMILES: Cl.[C:2]([C:6]1[N:11]=[CH:10][C:9]([C:12]2[N:13]([C:33]([N:35]3[CH2:40][CH2:39][N:38]([CH2:41][C:42](O)=[O:43])[CH2:37][CH2:36]3)=[O:34])[C@@:14]([C:26]3[CH:31]=[CH:30][C:29]([Cl:32])=[CH:28][CH:27]=3)([CH3:25])[C@@:15]([C:18]3[CH:23]=[CH:22][C:21]([Cl:24])=[CH:20][CH:19]=3)([CH3:17])[N:16]=2)=[C:8]([O:45][CH2:46][CH3:47])[CH:7]=1)([CH3:5])([CH3:4])[CH3:3].[N:48]1[CH:53]=[CH:52][CH:51]=[C:50]([NH2:54])[CH:49]=1>>[C:2]([C:6]1[N:11]=[CH:10][C:9]([C:12]2[N:13]([C:33]([N:35]3[CH2:40][CH2:39][N:38]([CH2:41][C:42]([NH:54][C:50]4[CH:49]=[N:48][CH:53]=[CH:52][CH:51]=4)=[O:43])[CH2:37][CH2:36]3)=[O:34])[C@@:14]([C:26]3[CH:27]=[CH:28][C:29]([Cl:32])=[CH:30][CH:31]=3)([CH3:25])[C@@:15]([C:18]3[CH:19]=[CH:20][C:21]([Cl:24])=[CH:22][CH:23]=3)([CH3:17])[N:16]=2)=[C:8]([O:45][CH2:46][CH3:47])[CH:7]=1)([CH3:3])([CH3:4])[CH3:5] |f:0.1|. Reported procedure: In a manner analogous to the method described in examples 99, {4-[(4S,5R)-2-(6-tert-butyl-4-ethoxy-pyridin-3-yl)-4,5-bis-(4-chloro-phenyl)-4,5-dimethyl-4,5-dihydro-imidazole-1-carbonyl]-piperazin-1-yl}-acetic acid hydrochloride (example 94) was coupled with pyridin-3-ylamine (Aldrich) to give the title compound. HR-MS (ES, m/z) calculated for C40H46Cl2N7O3 [(M+H)+] 742.3034, observed 742.3034. The reactants are C(C)OC(C(=O)NC1=C2C=CC=NC2=CC=C1[N+](=O)[O-])=O ([(6-Nitro-5-quinolinyl)amino]oxo-acetic acid ethyl ester), C(#N)[BH3-].[Na+] (sodium cyanoborohydride), O (Water). Run in C(C)(=O)O (acetic acid). Reaction conditions: time 4 hour. Product: C(C)OC(C(=O)NC1=C2C=CCNC2=CC=C1[N+](=O)[O-])=O ([(1,2-Dihydro-6-nitro-5-quinolinyl)amino]oxo-acetic acid ethyl ester). Yield: 78.0%. As a reaction SMILES: [CH2:1]([O:3][C:4](=[O:21])[C:5]([NH:7][C:8]1[C:17]([N+:18]([O-:20])=[O:19])=[CH:16][CH:15]=[C:14]2[C:9]=1[CH:10]=[CH:11][CH:12]=[N:13]2)=[O:6])[CH3:2].C([BH3-])#N.[Na+].O>C(O)(=O)C>[CH2:1]([O:3][C:4](=[O:21])[C:5]([NH:7][C:8]1[C:17]([N+:18]([O-:20])=[O:19])=[CH:16][CH:15]=[C:14]2[C:9]=1[CH:10]=[CH:11][CH2:12][NH:13]2)=[O:6])[CH3:2] |f:1.2|. Procedure details: A solution of the product from Example 85 (5 g, 17.5 mmol) in 80 mL acetic acid was treated with sodium cyanoborohydride (2.2 g, 35 mmol) portionwise under an argon atmosphere and stirred for 4 hours. Water (100 mL) was added to the reaction mixture, and the resulting solid was collected by filtration and dried (3.9 g, 78% yield).